From a dataset of the Open Reaction Database (ORD), a public repository of structured organic reaction records. describe an organic reaction: reactants, conditions, products, and yield Reactants: C(C)OC(=O)C=1N=CC2=CC(=CC=C2C1O)NC(=O)NC1=CC=CC=C1 (4-Hydroxy-7-(3-phenyl-ureido)-isoquinoline-3-carboxylic acid ethyl ester), C(CN)C(=O)O (B-alanine), C[O-].[Na+] (sodium methoxide), CO (methanol). Reaction conditions: time 24 hour. The product is OC1=C(N=CC2=CC(=CC=C12)NC(=O)NC1=CC=CC=C1)C(=O)NCCC(=O)O (3-{[4-Hydroxy-7-(3-phenyl-ureido)-isoquinoline-3-carbonyl]amino}-propionic acid). The yield is 57.0%. Reaction SMILES: C(O[C:4]([C:6]1[N:7]=[CH:8][C:9]2[C:14]([C:15]=1[OH:16])=[CH:13][CH:12]=[C:11]([NH:17][C:18]([NH:20][C:21]1[CH:26]=[CH:25][CH:24]=[CH:23][CH:22]=1)=[O:19])[CH:10]=2)=[O:5])C.[CH2:27]([C:30]([OH:32])=[O:31])[CH2:28][NH2:29].C[O-].[Na+].CO>>[OH:16][C:15]1[C:14]2[C:9](=[CH:10][C:11]([NH:17][C:18]([NH:20][C:21]3[CH:26]=[CH:25][CH:24]=[CH:23][CH:22]=3)=[O:19])=[CH:12][CH:13]=2)[CH:8]=[N:7][C:6]=1[C:4]([NH:29][CH2:28][CH2:27][C:30]([OH:32])=[O:31])=[O:5] |f:2.3|. Reported procedure: 4-Hydroxy-7-(3-phenyl-ureido)-isoquinoline-3-carboxylic acid ethyl ester (75 mg, 0.2135 mmol) and B-alanine (191 mg, 2.135 mmol) were combined in a dry flask. 0.5M sodium methoxide in methanol (4.2 mL, 2.135 mmol) was added with stirring and the solution brought to reflux and held for 24 h. The mixture was cooled, concentrated in vacuo and the residue dissolved in water. The solution was acidified to pH 3 with 1M hydrochloric acid and the precipitate isolated by filtration. The crude product was... Reactants: COC1=CC=C(C=C1)C(CN)(C)C (2-(4-methoxy-phenyl)-2-methyl-propylamine), COC1=CC=C(C=C1)C(CN)(C)C (2-(4-methoxy-phenyl)-2-methyl-propylamine), C([O-])(O)=O.[Na+] (sodium bicarbonate), ClC1=NC(=NC(=C1)C1=CC(=CC=C1)OC)OC (4-chloro-2-methoxy-6-(3-methoxy-phenyl)-pyrimidine), ClC1=NC(=NC(=C1)C1=CC(=CC=C1)OC)OC (4-chloro-2-methoxy-6-(3-methoxy-phenyl)-pyrimidine). Run in CN1CCCC1 (N-methylpyrrolidine), O (water). Conditions: temperature 175 celsius. Product: COC1=NC(=CC(=N1)NCC(C)(C)C1=CC=C(C=C1)OC)C1=CC(=CC=C1)OC ([2-methoxy-6-(3-methoxy-phenyl)-pyrimidin-4-yl]-[2-(4-methoxy-phenyl)-2-methyl-propyl]-amine). The yield is 69.4%. Reaction SMILES: [CH3:1][O:2][C:3]1[CH:8]=[CH:7][C:6]([C:9]([CH3:13])([CH3:12])[CH2:10][NH2:11])=[CH:5][CH:4]=1.C(=O)(O)[O-].[Na+].Cl[C:20]1[CH:25]=[C:24]([C:26]2[CH:31]=[CH:30][CH:29]=[C:28]([O:32][CH3:33])[CH:27]=2)[N:23]=[C:22]([O:34][CH3:35])[N:21]=1>CN1CCCC1.O>[CH3:35][O:34][C:22]1[N:21]=[C:20]([NH:11][CH2:10][C:9]([C:6]2[CH:7]=[CH:8][C:3]([O:2][CH3:1])=[CH:4][CH:5]=2)([CH3:13])[CH3:12])[CH:25]=[C:24]([C:26]2[CH:31]=[CH:30][CH:29]=[C:28]([O:32][CH3:33])[CH:27]=2)[N:23]=1 |f:1.2|. Procedure: A mixture of 2-(4-methoxy-phenyl)-2-methyl-propylamine [172 mg, 0.96 mmol, Intermediate (35)], sodium bicarbonate (0.12 g), and 4-chloro-2-methoxy-6-(3-methoxy-phenyl)-pyrimidine [120 mg, 0.48 mmol, Intermediate (53)] in N-methylpyrrolidine (3 mL), is heated to 175° C. for 3 hours. The mixture is diluted with water, and extracted with ethyl acetate. The extracts are washed with water, dried over magnesium sulfate, filtered and concentrated. The residue is subjected to chromatography on silica ge... Starting materials: CC(=O)Cl, ClCCl, COc1cc(C(=O)NCc2ccc(-c3noc(C)n3)cc2NCCN)cc(OC)c1C, c1ccncc1. Product: COc1cc(C(=O)NCc2ccc(-c3noc(C)n3)cc2NCCNC(C)=O)cc(OC)c1C. RXN SMILES: [CH3:38][C:39]([Cl:40])=[O:41].[Cl:42][CH2:43][Cl:44].[NH2:1][CH2:2][CH2:3][NH:4][c:5]1[c:6]([CH2:7][NH:8][C:9]([c:10]2[cH:11][c:12]([O:19][CH3:20])[c:13]([CH3:18])[c:14]([O:16][CH3:17])[cH:15]2)=[O:21])[cH:22][cH:23][c:24](-[c:26]2[n:27][o:28][c:29]([CH3:31])[n:30]2)[cH:25]1.[cH:32]1[cH:33][cH:34][n:35][cH:36][cH:37]1>>[NH:1]([CH2:2][CH2:3][NH:4][c:5]1[c:6]([CH2:7][NH:8][C:9]([c:10]2[cH:11][c:12]([O:19][CH3:20])[c:13]([CH3:18])[c:14]([O:16][CH3:17])[cH:15]2)=[O:21])[cH:22][cH:23][c:24](-[c:26]2[n:27][o:28][c:29]([CH3:31])[n:30]2)[cH:25]1)[C:39]([CH3:38])=[O:41]. The reactants are BrC1C(N(OCC1)C)=O (4-bromo tetrahydro-2-methyl 2H 1,2-oxazin-3-one), CC(C)(C)C1=NC(=NC(=C1O)C(C)(C)C)C=O (4,6-bis(1,1-dimethylethyl)-5-hydroxy-2-pyrimidinecarboxaldehyde). Reagents/catalysts: [Zn] (zinc). The solvent is ClCCl (dichloromethane), C1(=CC=CC=C1)C (toluene). Yields the product CC(C)(C)C1=NC(=NC(=C1O)C(C)(C)C)C(C1C(N(OCC1)C)=O)O (4-[[4,6-Bis(1,1-dimethylethyl)-5-hydroxy-2-pyrimidinyl]hydroxymethyl]tetrahydro-2-methyl-2H-1,2-oxazin-3-one). The yield is 39.1%. RXN SMILES: Br[CH:2]1[CH2:7][CH2:6][O:5][N:4]([CH3:8])[C:3]1=[O:9].[CH3:10][C:11]([C:14]1[C:19]([OH:20])=[C:18]([C:21]([CH3:24])([CH3:23])[CH3:22])[N:17]=[C:16]([CH:25]=[O:26])[N:15]=1)([CH3:13])[CH3:12]>C1(C)C=CC=CC=1.ClCCl.[Zn]>[CH3:13][C:11]([C:14]1[C:19]([OH:20])=[C:18]([C:21]([CH3:24])([CH3:23])[CH3:22])[N:17]=[C:16]([CH:25]([OH:26])[CH:2]2[CH2:7][CH2:6][O:5][N:4]([CH3:8])[C:3]2=[O:9])[N:15]=1)([CH3:10])[CH3:12]. Procedure details: A mixture of 1.1 g (5.7 mmol) of 4-bromo tetrahydro-2-methyl 2H 1,2-oxazin-3-one, Example 1, 1.2 g (5.1 mmol) of 4,6-bis(1,1-dimethylethyl)-5-hydroxy-2-pyrimidinecarboxaldehyde, Example 6, and 0.75 g (11 mmol) of zinc dust in 30 mL of toluene was stirred at reflux for 18 hours. The cooled reaction mixture was diluted with dichloromethane and vigorously stirred. The zinc was filtered and washed with dichloromethane. The combined filtrates were evaporated to a foam. The residue was purified by fla... Starting materials: COC=1C=C2C=CC=NC2=C(C1)OC (6,8-dimethoxyquinoline), B(Br)(Br)Br (BBr3). The solvent is C(Cl)Cl (CH2Cl2), C(Cl)Cl (CH2Cl2). Conditions: temperature -25 celsius, time 2 hour. Yields the product COC=1C=C2C=CC=NC2=C(C1)O (6-Methoxyquinolin-8-ol). The yield is 34.0%. Reaction SMILES: [CH3:1][O:2][C:3]1[CH:4]=[C:5]2[C:10](=[C:11]([O:13]C)[CH:12]=1)[N:9]=[CH:8][CH:7]=[CH:6]2.B(Br)(Br)Br>C(Cl)Cl>[CH3:1][O:2][C:3]1[CH:4]=[C:5]2[C:10](=[C:11]([OH:13])[CH:12]=1)[N:9]=[CH:8][CH:7]=[CH:6]2. Procedure details: To a −25° C. solution of 3.0 g (15.9 mmol) 6,8-dimethoxyquinoline and 160 mL CH2Cl2 is added 16 mL (15.9 mmol) of 1M BBr3 in CH2Cl2. After stirring for 2 h at −25° C., the reaction mixture is quenched with 300 mL of H2O, the layers separated in a separatory funnel, and the aqueous extracted with CH2Cl2 (2×100 mL). The combined organics are washed with 1×100 mL H2O, 1×100 mL brine, dried over MgSO4, filtered, and the volatiles are evaporated. Flash chromatography on SiO2, eluting with 3/1 EtOAc/h... Starting materials: CN1CCCC1C(=O)O, CNCCOc1cccc2ncnc(Nc3ccc(OCc4ccccn4)c(Cl)c3)c12. Yields the product CN(CCOc1cccc2ncnc(Nc3ccc(OCc4ccccn4)c(Cl)c3)c12)C(=O)C1CCCN1C. As a reaction SMILES: [CH3:1][N:2]1[CH:3]([C:4](=[O:5])[OH:6])[CH2:7][CH2:8][CH2:9]1.[Cl:10][c:11]1[cH:12][c:13]([NH:25][c:26]2[n:27][cH:28][n:29][c:30]3[cH:31][cH:32][cH:33][c:34]([O:36][CH2:37][CH2:38][NH:39][CH3:40])[c:35]23)[cH:14][cH:15][c:16]1[O:17][CH2:18][c:19]1[n:20][cH:21][cH:22][cH:23][cH:24]1>>[CH3:1][N:2]1[CH:3]([C:4](=[O:6])[N:39]([CH2:38][CH2:37][O:36][c:34]2[cH:33][cH:32][cH:31][c:30]3[n:29][cH:28][n:27][c:26]([NH:25][c:13]4[cH:12][c:11]([Cl:10])[c:16]([O:17][CH2:18][c:19]5[n:20][cH:21][cH:22][cH:23][cH:24]5)[cH:15][cH:14]4)[c:35]32)[CH3:40])[CH2:7][CH2:8][CH2:9]1.